From a dataset of the Open Reaction Database (ORD), a public repository of structured organic reaction records. describe an organic reaction: reactants, conditions, products, and yield The reactants are CO, CC(=O)OC(C)=O, O=CO, [NH4+], Cc1nc(NN)nnc1-c1ccccc1, [OH-], O. The product is Cc1nc(NNC=O)nnc1-c1ccccc1. As a reaction SMILES: [CH3:28][OH:29].[CH3:4][C:5]([O:6][C:7](=[O:8])[CH3:9])=[O:10].[CH:1](=[O:2])[OH:3].[NH4+:26].[NH:11]([NH2:12])[c:13]1[n:14][n:15][c:16](-[c:20]2[cH:21][cH:22][cH:23][cH:24][cH:25]2)[c:17]([CH3:19])[n:18]1.[OH-:27].[OH2:30]>>[CH:1](=[O:3])[NH:12][NH:11][c:13]1[n:14][n:15][c:16](-[c:20]2[cH:21][cH:22][cH:23][cH:24][cH:25]2)[c:17]([CH3:19])[n:18]1. The reactants are FC=1C=CC=2C3=CC=CC=C3C(N(C2C1)C(C1=C(C=C(C=C1)OC)OC)=O)C (3-fluoro-5-(2,4-dimethoxybenzoyl)-6-methyl-5,6-dihydrophenanthridine), FC1=C(C=CC(=C1)F)C1=C(C=CC=C1)C(C)NC(C1=C(C=C(C=C1)OC)OC)=O (N-[1-(2′,4′-difluoro-1,1′-biphenyl-2-yl)ethyl]-2,4-dimethoxybenzamide), C[Si](C)(C)[N-][Si](C)(C)C.[Li+] (lithium bis(trimethylsilyl)amide). Run in C1CCOC1 (THF). The product is FC=1C=CC=2C3=CC=CC=C3C(N(C2C1)C(=O)C1=C(C=C(C=C1)O)O)C (4-[(3-fluoro-6-methylphenanthridin-5(6H)-yl)carbonyl]benzene-1,3-diol). The yield is 99.0%. Reaction SMILES: [F:1][C:2]1[CH:3]=[CH:4][C:5]2[C:6]3[C:11]([CH:12]([CH3:28])[N:13]([C:16](=[O:27])[C:17]4[CH:22]=[CH:21][C:20]([O:23]C)=[CH:19][C:18]=4[O:25]C)[C:14]=2[CH:15]=1)=[CH:10][CH:9]=[CH:8][CH:7]=3.FC1C=C(F)C=CC=1C1C=CC=CC=1C(NC(=O)C1C=CC(OC)=CC=1OC)C.C[Si]([N-][Si](C)(C)C)(C)C.[Li+]>C1COCC1>[F:1][C:2]1[CH:3]=[CH:4][C:5]2[C:6]3[C:11]([CH:12]([CH3:28])[N:13]([C:16]([C:17]4[CH:22]=[CH:21][C:20]([OH:23])=[CH:19][C:18]=4[OH:25])=[O:27])[C:14]=2[CH:15]=1)=[CH:10][CH:9]=[CH:8][CH:7]=3 |f:2.3|. Reported procedure: 3-fluoro-5-(2,4-dimethoxybenzoyl)-6-methyl-5,6-dihydrophenanthridine—The title compound was prepared from N-[1-(2′,4′-difluoro-1,1′-biphenyl-2-yl)ethyl]-2,4-dimethoxybenzamide (1.29 g, 3.2 mmol), anhydrous THF (10 mL), and lithium bis(trimethylsilyl)amide (4.0 mL, 1M in THF) according to the procedure and in the same manner as described in Example 33, step d. The resulting residue was purified by flash column chromatography (Biotage® 40 Mi, 30-50% methyl tert-butylether in hexane) affording 1.2 ... Reactants: ClC1=NC=CC=C1Cl (2,3-dichloropyridine), O (water), B(O)O (boronic acid), C(C)#N (acetonitrile), C([O-])([O-])=O.[K+].[K+] (potassium carbonate). Reagents/catalysts: C=1C=CC(=CC1)[P](C=2C=CC=CC2)(C=3C=CC=CC3)[Pd]([P](C=4C=CC=CC4)(C=5C=CC=CC5)C=6C=CC=CC6)([P](C=7C=CC=CC7)(C=8C=CC=CC8)C=9C=CC=CC9)[P](C=1C=CC=CC1)(C=1C=CC=CC1)C=1C=CC=CC1 (tetrakis(triphenylphosphine)palladium(0)). Run at temperature 160 celsius. The product is ClC=1C(=NC=CC1)C=1C=NC(=CC1)C (3-chloro-6′-methyl-[2,3′]bipyridinyl). Reaction SMILES: B(O)O.Cl[C:5]1[C:10]([Cl:11])=[CH:9][CH:8]=[CH:7][N:6]=1.C(=O)([O-])[O-].[K+].[K+].O.[C:19](#[N:21])[CH3:20]>C1C=CC([P]([Pd]([P](C2C=CC=CC=2)(C2C=CC=CC=2)C2C=CC=CC=2)([P](C2C=CC=CC=2)(C2C=CC=CC=2)C2C=CC=CC=2)[P](C2C=CC=CC=2)(C2C=CC=CC=2)C2C=CC=CC=2)(C2C=CC=CC=2)C2C=CC=CC=2)=CC=1>[Cl:11][C:10]1[C:5]([C:20]2[CH:19]=[N:21][C:9]([CH3:10])=[CH:8][CH:7]=2)=[N:6][CH:7]=[CH:8][CH:9]=1 |f:2.3.4,^1:25,27,46,65|. Procedure details: The above boronic acid (4.2 mmol) was dissolved in acetonitrile (2 ml) and added to a 5 ml microwave vessel. To the solution was 6.9 mmol of 2,3-dichloropyridine (1.01 g), 53 mg of tetrakis(triphenylphosphine)palladium(0). After stirring until dissolution, 13.8 mmol of potassium carbonate (1.90 g) was added, followed by 1 ml of water. The mixture was then heated at 160° C. for 300 seconds. After reaction completion, the solvents were evaporated under vacuum. The target compound was purified by H... Product: Cc1ccc(-c2c(F)ccc3c2C(=Cc2[nH]cnc2C)C(=O)N3)cc1N. Starting materials: O=C([O-])[O-], COCCOC, Cc1nc[nH]c1C=C1C(=O)Nc2ccc(F)c(I)c21, Cc1ccc(B(O)O)cc1N, [Na+], [Na+], CN(C)C=O. As a reaction SMILES: [C:20](=[O:21])([O-:22])[O-:23].[CH3:42][O:43][CH2:44][CH2:45][O:46][CH3:47].[F:1][c:2]1[c:3]([I:19])[c:4]2[c:8]([cH:9][cH:10]1)[NH:7][C:6](=[O:11])[C:5]2=[CH:12][c:13]1[c:14]([CH3:18])[n:15][cH:16][nH:17]1.[NH2:26][c:27]1[cH:28][c:29]([B:34]([OH:35])[OH:36])[cH:30][cH:31][c:32]1[CH3:33].[Na+:24].[Na+:25].[O:37]=[CH:38][N:39]([CH3:40])[CH3:41]>>[F:1][c:2]1[c:3](-[c:29]2[cH:28][c:27]([NH2:26])[c:32]([CH3:33])[cH:31][cH:30]2)[c:4]2[c:8]([cH:9][cH:10]1)[NH:7][C:6](=[O:11])[C:5]2=[CH:12][c:13]1[c:14]([CH3:18])[n:15][cH:16][nH:17]1.